Task: describe an organic reaction: reactants, conditions, products, and yield. Dataset: the Open Reaction Database (ORD), a public repository of structured organic reaction records Reactants: Cl, CCOC(=O)C(CC)c1ccc(CCN)cc1, CCOC(=O)C(CC)c1ccccc1. Yields the product CCOC(=O)C(CC)c1ccc(CCl)cc1. RXN SMILES: [ClH:1].[NH2:2][CH2:3][CH2:4][c:5]1[cH:6][cH:7][c:8]([CH:11]([C:12](=[O:13])[O:14][CH2:15][CH3:16])[CH2:17][CH3:18])[cH:9][cH:10]1.[c:19]1([CH:20]([CH2:21][CH3:22])[C:23]([O:24][CH2:25][CH3:26])=[O:27])[cH:28][cH:29][cH:30][cH:31][cH:32]1>>[Cl:1][CH2:4][c:5]1[cH:6][cH:7][c:8]([CH:11]([C:12](=[O:13])[O:14][CH2:15][CH3:16])[CH2:17][CH3:18])[cH:9][cH:10]1. Starting materials: C(C1=CC=CC=C1)OC1=NN2C(C(NCCC2)=O)=C1 (2-(benzyloxy)-5,6,7,8-tetrahydro-4H-pyrazolo[1,5-a][1,4]diazepin-4-one), IC1=CC=C(C=C1)F (4-iodofluorobenzene), CN(CCN)C (N,N-dimethylethylenediamine). Reagents/catalysts: [Cu]I (Copper (I) iodide). Run in O1CCOCC1 (1,4-dioxane). Run at temperature 110 celsius, time 16 hour. Yields the product C(C1=CC=CC=C1)OC1=NN2C(C(N(CCC2)C2=CC=C(C=C2)F)=O)=C1 (2-(benzyloxy)-5-(4-fluorophenyl)-5,6,7,8-tetrahydro-4H-pyrazolo[1,5-a][1,4]diazepin-4-one). Yield: 61.6%. Reaction SMILES: [CH2:1]([O:8][C:9]1[CH:19]=[C:12]2[C:13](=[O:18])[NH:14][CH2:15][CH2:16][CH2:17][N:11]2[N:10]=1)[C:2]1[CH:7]=[CH:6][CH:5]=[CH:4][CH:3]=1.I[C:21]1[CH:26]=[CH:25][C:24]([F:27])=[CH:23][CH:22]=1.CN(C)CCN>O1CCOCC1.[Cu]I>[CH2:1]([O:8][C:9]1[CH:19]=[C:12]2[C:13](=[O:18])[N:14]([C:21]3[CH:26]=[CH:25][C:24]([F:27])=[CH:23][CH:22]=3)[CH2:15][CH2:16][CH2:17][N:11]2[N:10]=1)[C:2]1[CH:3]=[CH:4][CH:5]=[CH:6][CH:7]=1. Reported procedure: Copper (I) iodide (0.02 g, 0.1 mmol) was added to a stirred suspension of 2-(benzyloxy)-5,6,7,8-tetrahydro-4H-pyrazolo[1,5-a][1,4]diazepin-4-one (0.5 g, 1.94 mmol), 4-iodofluorobenzene (0.63 g, 2.8 mmol) and N,N-dimethylethylenediamine (0.034 g, 0.38 mmol) in 1,4-dioxane (20 mL). The reaction mixture was stirred at 110° C. for 16 hours and then the solvent was evaporated in vacuo. The mixture was diluted with water and extracted with AcOEt. The organic layer was separated, dried (Na2SO4), filter... Starting materials: BrC1=CSC2=C1C=1N(C=N2)N=CN1 (9-Bromothieno[3,2-e][1,2,4]triazolo[1,5-c]pyrimidine), [Cu]C#N (copper(I) cyanide). Solvent: CN(C)C=O (DMF). Reaction conditions: temperature 150 celsius. Yields the product N=1C=NN2C=NC3=C(C21)C(=CS3)C#N (Thieno[3,2-e][1,2,4]triazolo[1,5-c]pyrimidine-9-carbonitrile). As a reaction SMILES: Br[C:2]1[C:6]2[C:7]3[N:8]([N:11]=[CH:12][N:13]=3)[CH:9]=[N:10][C:5]=2[S:4][CH:3]=1.[Cu][C:15]#[N:16]>CN(C=O)C>[N:13]1[CH:12]=[N:11][N:8]2[C:7]=1[C:6]1[C:2]([C:15]#[N:16])=[CH:3][S:4][C:5]=1[N:10]=[CH:9]2. Procedure details: 9-Bromothieno[3,2-e][1,2,4]triazolo[1,5-c]pyrimidine (1.16 g, 4.55 mmol) was dissolved in DMF (23 mL), and copper(I) cyanide (817 mg, 9.1 mmol) was added. This mixture was heated to 150° C. for 23 h, whereupon the reaction mixture was concentrated under reduced pressure, and the residue purified by flash chromatography. LCMS method [4], retention time=0.890 min; MS(ESI) 202.0 (MH+); 1H NMR (300 MHz, CDCl3) δ 9.36 (s, 1H), 8.57 (s, 1H), 8.32 (s, 1H). Reactants: [OH-].[Na+] (sodium hydroxide), Cl (hydrochloric acid), C(C1=CC=CC=C1)N(S(=O)(=O)NC(C1=CC(=CC(=C1)C(F)(F)F)C(F)(F)F)=O)CC1CCC(CC1)C(=O)O (4-{[benzyl({[3,5-bis(trifluoromethyl)benzoyl]amino }sulfonyl)amino]methyl}cyclohexanecarboxylic acid), C(C1=CC=CC=C1)N(S(=O)(=O)NC(C1=CC(=CC(=C1)C(F)(F)F)C(F)(F)F)=O)CC1CCC(CC1)C(=O)OCC (Ethyl 4-{[benzyl({[3,5-bis(trifluoromethyl)benzoyl]amino } sulfonyl)amino]methyl}cyclohexanecarboxylate). Run in CO (methanol), O (water). Reaction conditions: temperature 40 celsius. Yields the product NS(=O)(=O)N(CC1=CC=CC=C1)CC1CCC(CC1)C(=O)OCC (Ethyl 4-{[(aminosulfonyl)(benzyl)amino]methyl}cyclohexanecarboxylate). As a reaction SMILES: C(N(CC1CCC(C(O)=O)CC1)S(NC(=O)C1C=C(C(F)(F)F)C=C(C(F)(F)F)C=1)(=O)=O)C1C=CC=CC=1.[CH2:39]([N:46]([CH2:67][CH:68]1[CH2:73][CH2:72][CH:71]([C:74]([O:76][CH2:77][CH3:78])=[O:75])[CH2:70][CH2:69]1)[S:47]([NH:50]C(=O)C1C=C(C(F)(F)F)C=C(C(F)(F)F)C=1)(=[O:49])=[O:48])[C:40]1[CH:45]=[CH:44][CH:43]=[CH:42][CH:41]=1.[OH-].[Na+].Cl>CO.O>[NH2:50][S:47]([N:46]([CH2:67][CH:68]1[CH2:73][CH2:72][CH:71]([C:74]([O:76][CH2:77][CH3:78])=[O:75])[CH2:70][CH2:69]1)[CH2:39][C:40]1[CH:45]=[CH:44][CH:43]=[CH:42][CH:41]=1)(=[O:49])=[O:48] |f:2.3|. Reported procedure: The hydrochloride salt of trans 4-[benzylamino]methyl]cyclohexane carboxylic acid ethyl ester (CAS 140406-44-6) (275 mg, 0.88 mmole, 1.0 eq) was suspended in 1,2-dimethoxyethane. Triethylamine (139 μL, 1.0 mmole, 1.13 eq) and sulfamide (481 mg, 5.0 mmole, 5.67 eq) were added and the mixture was heated to reflux overnight. DME was evaporated and the crude reconstituted in ethyl acetate, then washed with water. The organic was dried over sodium sulfate, filtered and evaporated. NMR confirms format... The reactants are S(O)(O)(=O)=O (sulfuric acid), BrC1=NNC=C1C(=O)OCC (ethyl 3-bromo-1H-pyrazole-4-carboxylate), C(C)(C)(CC)O (tert-amyl alcohol). Run in C(C)(=O)OCC (ethyl acetate). Conditions: temperature 100 celsius, time 8 hour. The product is BrC1=NN(C=C1C(=O)OCC)C(C)(C)CC (ethyl 3-bromo-1-tert-pentyl-1H-pyrazole-4-carboxylate). The yield is 97.7%. RXN SMILES: S(=O)(=O)(O)O.[Br:6][C:7]1[C:11]([C:12]([O:14][CH2:15][CH3:16])=[O:13])=[CH:10][NH:9][N:8]=1.[C:17](O)([CH2:20][CH3:21])([CH3:19])[CH3:18]>C(OCC)(=O)C>[Br:6][C:7]1[C:11]([C:12]([O:14][CH2:15][CH3:16])=[O:13])=[CH:10][N:9]([C:17]([CH2:20][CH3:21])([CH3:19])[CH3:18])[N:8]=1. Reported procedure: Concentrated sulfuric acid (0.45 mL, 4.8 mmol) was added to a mixture of ethyl 3-bromo-1H-pyrazole-4-carboxylate (1.0 g, 4.6 mmol) and tert-amyl alcohol (3.0 mL, 27 mmol). The reaction was heated to 100° C. for 2.5 hours. The reaction was then cooled to room temperature and left stirring overnight. The reaction was diluted with ethyl acetate and washed with water. The organic layer was dried over sodium sulfate, filtered, and concentrated to yield ethyl 3-bromo-1-tert-pentyl-1H-pyrazole-4-carbox... Starting materials: CC(Cl)(Cl)Cl, O=C(Cl)Cl, Nc1ccc(C(=S)OC2CCCCC2)c(Cl)c1. Product: O=C=Nc1ccc(C(=S)OC2CCCCC2)c(Cl)c1. Reaction SMILES: [CH3:22][C:23]([Cl:24])([Cl:25])[Cl:26].[Cl:18][C:19]([Cl:20])=[O:21].[Cl:1][c:2]1[c:3]([C:4](=[S:5])[O:6][CH:7]2[CH2:8][CH2:9][CH2:10][CH2:11][CH2:12]2)[cH:13][cH:14][c:15]([NH2:17])[cH:16]1>>[Cl:1][c:2]1[c:3]([C:4](=[S:5])[O:6][CH:7]2[CH2:8][CH2:9][CH2:10][CH2:11][CH2:12]2)[cH:13][cH:14][c:15]([N:17]=[C:19]=[O:21])[cH:16]1. Starting materials: O=C1CCC(=O)N1Br, CN(C)C=O, Oc1ccc2c(c1)CCCC2. The product is Oc1ccc2c(c1Br)CCCC2. As a reaction SMILES: [O:12]=[C:13]1[N:14]([Br:19])[C:15](=[O:16])[CH2:17][CH2:18]1.[O:20]=[CH:21][N:22]([CH3:23])[CH3:24].[cH:1]1[c:2]([OH:11])[cH:3][cH:4][c:5]2[c:10]1[CH2:9][CH2:8][CH2:7][CH2:6]2>>[c:1]1([Br:19])[c:2]([OH:11])[cH:3][cH:4][c:5]2[c:10]1[CH2:9][CH2:8][CH2:7][CH2:6]2.